This data is from the Open Reaction Database (ORD), a public repository of structured organic reaction records. The task is: describe an organic reaction: reactants, conditions, products, and yield The reactants are E9, FC=1C=C(C=CC1OC1=CC(=NC=C1)F)CO ((3-fluoro-4-((2-fluoropyridin-4-yl)oxy)phenyl)methanol), ClC=1C=C2N(C(N1)=O)CC(N2C)(C)C (7-chloro-1,2,2-trimeth-yl-2,3-dihydroimidazo[1,2-c]pyrimidin-5(1H)-one). Yields the product FC=1C=C(COC=2C=C3N(C(N2)=O)CC(N3C)(C)C)C=CC1OC1=CC(=NC=C1)F (7-((3-fluoro-4-((2-fluoropyridin-4-yl)oxy)benzyl)oxy)-1,2,2-trimethyl-2,3-dihydroimidazo[1,2-c]pyrimidin-5(1H)-one). As a reaction SMILES: [F:1][C:2]1[CH:3]=[C:4]([CH2:16][OH:17])[CH:5]=[CH:6][C:7]=1[O:8][C:9]1[CH:14]=[CH:13][N:12]=[C:11]([F:15])[CH:10]=1.Cl[C:19]1[CH:20]=[C:21]2[N:28]([CH3:29])[C:27]([CH3:31])([CH3:30])[CH2:26][N:22]2[C:23](=[O:25])[N:24]=1>>[F:1][C:2]1[CH:3]=[C:4]([CH:5]=[CH:6][C:7]=1[O:8][C:9]1[CH:14]=[CH:13][N:12]=[C:11]([F:15])[CH:10]=1)[CH2:16][O:17][C:19]1[CH:20]=[C:21]2[N:28]([CH3:29])[C:27]([CH3:31])([CH3:30])[CH2:26][N:22]2[C:23](=[O:25])[N:24]=1. Procedure details: The title compound was prepared by a procedure similar to that described for E9 starting from (3-fluoro-4-((2-fluoropyridin-4-yl)oxy)phenyl)methanol and 7-chloro-1,2,2-trimeth-yl-2,3-dihydroimidazo[1,2-c]pyrimidin-5(1H)-one. Starting materials: O=S(Cl)Cl (SOCl2), FC1=C(C(=O)O)C(=CC(=C1)O)F (2,6-difluoro-4-hydroxybenzoic acid), CO (MeOH). Yields the product FC1=C(C(=O)OC)C(=CC(=C1)O)F (Methyl 2,6-difluoro-4-hydroxybenzoate). Yield: 99.0%. RXN SMILES: O=S(Cl)Cl.[F:5][C:6]1[CH:14]=[C:13]([OH:15])[CH:12]=[C:11]([F:16])[C:7]=1[C:8]([OH:10])=[O:9].[CH3:17]O>>[F:5][C:6]1[CH:14]=[C:13]([OH:15])[CH:12]=[C:11]([F:16])[C:7]=1[C:8]([O:10][CH3:17])=[O:9]. Procedure: SOCl2 (4.16 g, 30.1 mmol) was added to a solution of 2,6-difluoro-4-hydroxybenzoic acid (1.50 g, 8.62 mmol) in MeOH (20 mL) and the resulting mixture was heated at reflux for 24 h. After cooling the solvent was removed in vacuo to give the title compound (1.62 g, 99%) as a white crystalline solid; mp 177.5-180° C.; 1H NMR (270 MHz, DMSO-d6) 3.80 (3H, s, CH3), 6.50-6.60 (2H, m, ArH), 11.16 (1H, s, OH)